Dataset: the Open Reaction Database (ORD), a public repository of structured organic reaction records. Task: describe an organic reaction: reactants, conditions, products, and yield Reactants: Cl (hydrogen chloride), COC1=C(C(=C(C=C1OCOC)OC)OCOC)CCCSSCCCC1=C(C(=CC(=C1OCOC)OC)OCOC)OC (bis{3-[2,5-dimethoxy-3,6-bis(methoxymethoxy)phenyl]propyl} disulfide), C(C)(=O)OCC.C1=CC=CC=C1 (ethyl acetate benzene). Solvent: O1CCCC1 (tetrahydrofuran), C(C)(C)O (isopropanol), CO (methanol). Run at temperature 70 celsius, time 1 hour. The product is COC1=C(C(C(=CC1=O)OC)=O)CCCSSCCCC=1C(C(=CC(C1OC)=O)OC)=O (bis[3-(3,6-dimethoxy-1,4-benzoquinon-2-yl)propyl]disulfide). RXN SMILES: [CH3:1][O:2][C:3]1[C:8]([O:9]COC)=[CH:7][C:6]([O:13][CH3:14])=[C:5]([O:15]COC)[C:4]=1[CH2:19][CH2:20][CH2:21][S:22][S:23][CH2:24][CH2:25][CH2:26][C:27]1[C:32]([O:33][CH2:34]OC)=[C:31]([O:37]C)[CH:30]=[C:29]([O:39][CH2:40]OC)[C:28]=1[O:43]C.Cl.C(OCC)(=O)C.C1C=CC=CC=1>O1CCCC1.C(O)(C)C.CO>[CH3:34][O:33][C:32]1[C:31](=[O:37])[CH:30]=[C:29]([O:39][CH3:40])[C:28](=[O:43])[C:27]=1[CH2:26][CH2:25][CH2:24][S:23][S:22][CH2:21][CH2:20][CH2:19][C:4]1[C:5](=[O:15])[C:6]([O:13][CH3:14])=[CH:7][C:8](=[O:9])[C:3]=1[O:2][CH3:1] |f:2.3|. Procedure: 259.7 Milligrams of bis{3-[2,5-dimethoxy-3,6-bis(methoxymethoxy)phenyl]propyl} disulfide was dissolved in a mixed solvent of 4 ml of tetrahydrofuran with 4 ml of isopropanol. The gas phase in the reaction vessel was replaced with argon gas three times under reduced pressure deaeration. 1 Milliliter of tetrahydrofuranisopropanol solution containing 20% (by weight) of hydrogen chloride was added to the reaction mixture, and the reaction mixture was heated at 70° C. with stirring, the reaction was ... Starting materials: [S-2].[Sr+2] (strontium sulfide), S(O)(O)(=O)=O (sulfuric acid), [S-2].[Ba+2] (barium sulfide). Product: S(=O)(=O)([O-])[O-].[Ba+2] (barium sulfate), S(=O)(=O)([O-])[O-].[Sr+2] (strontium sulfate), S (hydrogen sulfide). Reaction SMILES: [S-2:1].[Ba+2:2].[S-2].[Sr+2:4].[S:5](=[O:9])(=[O:8])([OH:7])[OH:6]>>[S:5]([O-:9])([O-:8])(=[O:7])=[O:6].[Ba+2:2].[S:5]([O-:9])([O-:8])(=[O:7])=[O:6].[Sr+2:4].[SH2:1] |f:0.1,2.3,5.6,7.8|. Reported procedure: consecutively reacting barium sulfide or strontium sulfide with excess sulfuric acid by cocurrent flowing to produce barium sulfate or strontium sulfate and hydrogen sulfide, discharging the hydrogen sulfide by degassing, then obtaining a suspension of barium sulfate or strontium sulfate after separating and washing treatment; Reactants: BrC=1C=NC(=NC1)C(C)=O (1-(5-bromopyrimidin-2-yl)ethanone), FC(C=1C=C(C=CC1)B(O)O)(F)F (3-(trifluoromethyl)phenylboronic acid), [O-]P(=O)([O-])[O-].[K+].[K+].[K+] (K3PO4), CN(C)C1=CC=CC=C1C2=CC=CC=C2P(C3CCCCC3)C4CCCCC4 (DavePhos). Reaction SMILES: Br[C:2]1[CH:3]=[N:4][C:5]([C:8](=[O:10])[CH3:9])=[N:6][CH:7]=1.[F:11][C:12]([F:23])([F:22])[C:13]1[CH:14]=[C:15](B(O)O)[CH:16]=[CH:17][CH:18]=1.[O-]P([O-])([O-])=O.[K+].[K+].[K+].CN(C1C(C2C(P(C3CCCCC3)C3CCCCC3)=CC=CC=2)=CC=CC=1)C>C1(C)C=CC=CC=1.CC([O-])=O.CC([O-])=O.[Pd+2]>[F:11][C:12]([F:23])([F:22])[C:13]1[CH:18]=[C:17]([C:2]2[CH:3]=[N:4][C:5]([C:8](=[O:10])[CH3:9])=[N:6][CH:7]=2)[CH:16]=[CH:15][CH:14]=1 |f:2.3.4.5,8.9.10|. Solvent: C1(=CC=CC=C1)C (toluene). Yields the product FC(C=1C=C(C=CC1)C=1C=NC(=NC1)C(C)=O)(F)F (1-(5-(3-(trifluoromethyl)phenyl)pyrimidin-2-yl)ethanone). The reagents and catalysts are CC(=O)[O-].CC(=O)[O-].[Pd+2] (Pd(OAc)2). The yield is 65.5%. Procedure details: A cloudy solution of 1-(5-bromopyrimidin-2-yl)ethanone (300 mg, 1.49 mmol), 3-(trifluoromethyl)phenylboronic acid (567 mg, 2.98 mmol), K3PO4 (950 mg, 4.48 mmol), DavePhos ligand [2-dicyclohexylphosphino-2′-(N,N-dimethylamino)biphenyl](59 mg, 0.15 mmol), and Pd(OAc)2 (17 mg, 0.075 mmol) in 6 mL toluene was heated at 100° C. for 1 h. The mixture was cooled to room temperature, and filtered through Celite. Filter cake was rinsed with 30 mL EtOAc. The filtrate was poured into 20 mL water. Layers wer... Yields the product CCOC(=S)Sc1ccc(C(=O)OC)c(Cl)c1. RXN SMILES: [CH3:25][OH:26].[ClH:13].[K+:24].[N:14]([O-:15])=[O:16].[NH2:1][c:2]1[cH:3][c:4]([Cl:12])[c:5]([C:6](=[O:7])[O:8][CH3:9])[cH:10][cH:11]1.[Na+:17].[O:18]([C:19](=[S:20])[S-:21])[CH2:22][CH3:23].[OH2:27]>>[c:2]1([S:21][C:19]([O:18][CH2:22][CH3:23])=[S:20])[cH:3][c:4]([Cl:12])[c:5]([C:6](=[O:7])[O:8][CH3:9])[cH:10][cH:11]1. Starting materials: CO, Cl, [K+], O=N[O-], COC(=O)c1ccc(N)cc1Cl, [Na+], CCOC(=S)[S-], O. The reactants are COC(=O)C1=NN(C(=C1)OCC(C(C)(C)C)=O)C1=C(C=CC=C1)F (5-(3,3-dimethyl-2-oxo-butoxy)-1-(2-fluoro-phenyl)-1H-pyrazole-3-carboxylic acid methyl ester), [OH-].[Li+] (lithium hydroxide). Run in O (water). Run at time 8 hour. Yields the product CC(C(COC1=CC(=NN1C1=C(C=CC=C1)F)C(=O)O)=O)(C)C (5-(3,3-Dimethyl-2-oxo-butoxy)-1-(2-fluoro-phenyl)-1H-pyrazole-3-carboxylic acid). Reaction SMILES: C[O:2][C:3]([C:5]1[CH:9]=[C:8]([O:10][CH2:11][C:12](=[O:17])[C:13]([CH3:16])([CH3:15])[CH3:14])[N:7]([C:18]2[CH:23]=[CH:22][CH:21]=[CH:20][C:19]=2[F:24])[N:6]=1)=[O:4].[OH-].[Li+]>O>[CH3:14][C:13]([CH3:16])([CH3:15])[C:12](=[O:17])[CH2:11][O:10][C:8]1[N:7]([C:18]2[CH:23]=[CH:22][CH:21]=[CH:20][C:19]=2[F:24])[N:6]=[C:5]([C:3]([OH:4])=[O:2])[CH:9]=1 |f:1.2|. Procedure details: 100 mg (0.3 mmol) of 5-(3,3-dimethyl-2-oxo-butoxy)-1-(2-fluoro-phenyl)-1H-pyrazole-3-carboxylic acid methyl ester were dissolved in 5 ml of MOH. 0.7 mmol of lithium hydroxide and 2 ml of water were added and the mixture stirred overnight at room temperature. The solvent was removed in vacuo and the residue subjected to aqueous work-up with a 10% solution of citric acid and DCM. The organic phase was dried and the solvent removed in vacuo to give the title compound. Starting materials: BrC=1C=CN=C2C=CC(=NC12)OC (8-bromo-2-methoxy-[1,5]naphthyridine), C(C1=CC=CC=C1)OC(NC1CCNCC1)=O (piperidin-4-yl-carbamic acid benzyl ester). Yields the product C(C1=CC=CC=C1)OC(NC1CCN(CC1)C1=CC=NC2=CC=C(N=C12)OC)=O ([1-(6-Methoxy-[1,5]-naphthyridin-4-yl)-piperidin-4-yl]-carbamic acid benzyl ester). Reaction SMILES: Br[C:2]1[CH:3]=[CH:4][N:5]=[C:6]2[C:11]=1[N:10]=[C:9]([O:12][CH3:13])[CH:8]=[CH:7]2.[CH2:14]([O:21][C:22](=[O:30])[NH:23][CH:24]1[CH2:29][CH2:28][NH:27][CH2:26][CH2:25]1)[C:15]1[CH:20]=[CH:19][CH:18]=[CH:17][CH:16]=1>>[CH2:14]([O:21][C:22](=[O:30])[NH:23][CH:24]1[CH2:29][CH2:28][N:27]([C:2]2[C:11]3[C:6](=[CH:7][CH:8]=[C:9]([O:12][CH3:13])[N:10]=3)[N:5]=[CH:4][CH:3]=2)[CH2:26][CH2:25]1)[C:15]1[CH:20]=[CH:19][CH:18]=[CH:17][CH:16]=1. Procedure: According to procedure F and starting from 8-bromo-2-methoxy-[1,5]naphthyridine and piperidin-4-yl-carbamic acid benzyl ester the title compound was isolated as a pale yellow foam (806 mg, 60%).